This data is from the Open Reaction Database (ORD), a public repository of structured organic reaction records. The task is: describe an organic reaction: reactants, conditions, products, and yield Reactants: OCC1(CBr)COC1, CC(C)=O, [N-]=[N+]=[N-], [Na+], O. Yields the product [N-]=[N+]=NCC1(CO)COC1. As a reaction SMILES: [Br:5][CH2:6][C:7]1([CH2:11][OH:12])[CH2:8][O:9][CH2:10]1.[CH3:13][C:14](=[O:15])[CH3:16].[N-:2]=[N+:3]=[N-:4].[Na+:1].[OH2:17]>>[N:2](=[N+:3]=[N-:4])[CH2:6][C:7]1([CH2:11][OH:12])[CH2:8][O:9][CH2:10]1. Starting materials: C1(CCCC1)[C@@H]1NC(O[C@H]2[C@H](CC/C=C/CC=3C(=NC=4C=CC=CC4C3O)O[C@@H]3C[C@H](N(C1=O)C3)C(=O)N[C@]3([C@@H](C3)C=C)C(NS(=O)(=O)C3CC3)=O)CCC2)=O ((3aR,7S,10S,12R,21E,24aS)-7-cyclopentyl-N-{(1R,2S)-1-[(cyclopropylsulfonyl)carbamoyl]-2-ethenylcyclopropyl}-19-hydroxy-5,8-dioxo-1,2,3,3a,5,6,7,8,11,12,20,23,24,24a-tetradecahydro-10H-9,12-methanocyclopenta[18,19][1,10,3,6]dioxadiazacyclononadecino[11,12-b]quinoline-10-carboxamide), C([O-])([O-])=O.[Cs+].[Cs+] (cesium carbonate), CC1=CC=C(C=C1)S(=O)(=O)OCCN1C(OCC1)=O (2-(2-oxo-1,3-oxazolidin-3-yl)ethyl 4-methylbenzenesulfonate). Run in CN(C)C=O (DMF). Conditions: temperature 50 celsius, time 3 hour. The product is C1(CCCC1)[C@@H]1NC(O[C@H]2[C@H](CC/C=C/CC=3C(=NC=4C=CC=CC4C3OCCN3C(OCC3)=O)O[C@@H]3C[C@H](N(C1=O)C3)C(=O)N[C@]3([C@@H](C3)C=C)C(NS(=O)(=O)C3CC3)=O)CCC2)=O ((3aR,7S,10S,12R,21E,24aS)-7-cyclopentyl-N-{(1R,2S)-1-[(cyclopropylsulfonyl)carbamoyl]-2-ethenylcyclopropyl}-5,8-dioxo-19-[2-(2-oxo-1,3-oxazolidin-3-yl)ethoxy]-1,2,3,3a,5,6,7,8,11,12,20,23,24,24a-tetradecahydro-10H-9,12-methanocyclopenta[18,19][1,10,3,6]dioxadiazacyclononadecino[11,12-b]quinoline-10-carboxamide). The yield is 85.3%. As a reaction SMILES: [CH:1]1([C@H:6]2[C:33](=[O:34])[N:32]3[CH2:35][C@@H:29]([CH2:30][C@H:31]3[C:36]([NH:38][C@:39]3([C:44](=[O:52])[NH:45][S:46]([CH:49]4[CH2:51][CH2:50]4)(=[O:48])=[O:47])[CH2:41][C@H:40]3[CH:42]=[CH2:43])=[O:37])[O:28][C:18]3=[N:19][C:20]4[CH:21]=[CH:22][CH:23]=[CH:24][C:25]=4[C:26]([OH:27])=[C:17]3[CH2:16][CH:15]=[CH:14][CH2:13][CH2:12][C@@H:11]3[CH2:53][CH2:54][CH2:55][C@H:10]3[O:9][C:8](=[O:56])[NH:7]2)[CH2:5][CH2:4][CH2:3][CH2:2]1.C(=O)([O-])[O-].[Cs+].[Cs+].CC1C=CC(S(O[CH2:74][CH2:75][N:76]2[CH2:80][CH2:79][O:78][C:77]2=[O:81])(=O)=O)=CC=1>CN(C=O)C>[CH:1]1([C@H:6]2[C:33](=[O:34])[N:32]3[CH2:35][C@@H:29]([CH2:30][C@H:31]3[C:36]([NH:38][C@:39]3([C:44](=[O:52])[NH:45][S:46]([CH:49]4[CH2:50][CH2:51]4)(=[O:47])=[O:48])[CH2:41][C@H:40]3[CH:42]=[CH2:43])=[O:37])[O:28][C:18]3=[N:19][C:20]4[CH:21]=[CH:22][CH:23]=[CH:24][C:25]=4[C:26]([O:27][CH2:74][CH2:75][N:76]4[CH2:80][CH2:79][O:78][C:77]4=[O:81])=[C:17]3[CH2:16][CH:15]=[CH:14][CH2:13][CH2:12][C@@H:11]3[CH2:53][CH2:54][CH2:55][C@H:10]3[O:9][C:8](=[O:56])[NH:7]2)[CH2:5][CH2:4][CH2:3][CH2:2]1 |f:1.2.3|. Procedure: To a solution of (3aR,7S,10S,12R,21E,24aS)-7-cyclopentyl-N-{(1R,2S)-1-[(cyclopropylsulfonyl)carbamoyl]-2-ethenylcyclopropyl}-19-hydroxy-5,8-dioxo-1,2,3,3a,5,6,7,8,11,12,20,23,24,24a-tetradecahydro-10H-9,12-methanocyclopenta[18,19][1,10,3,6]dioxadiazacyclononadecino[11,12-b]quinoline-10-carboxamide (Example 17) (40 mg) in DMF (0.75 mL) under nitrogen was added cesium carbonate (495 mg) followed by 2-(2-oxo-1,3-oxazolidin-3-yl)ethyl 4-methylbenzenesulfonate (144 mg). The reaction mixture was stirr... Procedure: To a solution of 42 (536 mg, 1.15 mmol) in THF (10 mL) at 0° C. was added 0.2 N LiOH (6.3 mL, 1.3 mmol, 1.1 equivalents) at 0° C. dropwise over 15 minutes. The reaction was then stirred at 0° C. and monitored by TLC with four additions of 576 μL (0.115 mmol, 0.1 equivalents) 0.2 N LiOH over a 2 hour period. The reaction mixture was then partitioned between ice-cold 0.2 N HCl/brine and EtOAc (3×75 mL); dried (MgSO4) and solvent removed by rotovap (20° C.) to yield 33 as a foam (500 mg, 96%). 1H N... Reaction SMILES: [CH2:1]([O:3][O:4][P:5]([C:11]([F:33])([F:32])[C:12]1[CH:31]=[CH:30][C:15]([CH2:16][CH:17]([C:26]([O:28]C)=[O:27])[NH:18][C:19]([O:21][C:22]([CH3:25])([CH3:24])[CH3:23])=[O:20])=[CH:14][CH:13]=1)([O:7][O:8][CH2:9][CH3:10])=[O:6])[CH3:2].[Li+].[OH-]>C1COCC1>[CH2:1]([O:3][O:4][P:5]([C:11]([F:33])([F:32])[C:12]1[CH:13]=[CH:14][C:15]([CH2:16][CH:17]([C:26]([OH:28])=[O:27])[NH:18][C:19]([O:21][C:22]([CH3:24])([CH3:25])[CH3:23])=[O:20])=[CH:30][CH:31]=1)([O:7][O:8][CH2:9][CH3:10])=[O:6])[CH3:2] |f:1.2|. The yield is 89.9%. The reactants are C(C)OOP(=O)(OOCC)C(C1=CC=C(CC(NC(=O)OC(C)(C)C)C(=O)OC)C=C1)(F)F (Methyl 4-[[(Di-ethoxy)phosphono]difluoromethyl]-N-(tertbutoxycarbonyl)-D,L-phenylalaninate), [Li+].[OH-] (LiOH), [Li+].[OH-] (LiOH). Solvent: C1CCOC1 (THF). Run at temperature 0 celsius. Yields the product C(C)OOP(=O)(OOCC)C(C1=CC=C(CC(NC(=O)OC(C)(C)C)C(=O)O)C=C1)(F)F (4-[[(Di-ethoxy)phosphono]difluoromethyl]-N-(tertbutoxycarbonyl)-D,L-phenylalanine). The reactants are [OH-].[K+] (KOH), C(F)(F)=C(F)Br (CF2═CFBr), ClC(F)(F)CO (ClCF2—CH2—OH), C(C)(C)(C)O (tert-butyl alcohol). The solvent is O (water). Run at time 3 hour. Yields the product ClC(F)(F)COC(F)(F)C(F)Br (ClCF2—CH2—O—CF2CFHBr), C(F)(F)=COC(F)(F)C(F)Br (CF2═CH—O—CF2CFHBr). The yield is 11.0%. RXN SMILES: [Cl:1][C:2]([CH2:5][OH:6])([F:4])[F:3].C(O)(C)(C)C.[OH-].[K+].[C:14](=[C:17]([Br:19])[F:18])([F:16])[F:15]>O>[Cl:1][C:2]([CH2:5][O:6][C:14]([CH:17]([Br:19])[F:18])([F:16])[F:15])([F:4])[F:3].[C:2](=[CH:5][O:6][C:14]([CH:17]([Br:19])[F:18])([F:16])[F:15])([F:4])[F:3] |f:2.3|. Reported procedure: In a 50 ml glass reactor equipped with PTFE valve and magnetic stirring, 2.4 g (0.02 moles) of ClCF2—CH2—OH, 5 ml of tert-butyl alcohol, 1.1 g (0.02 moli) of KOH and 3.5 g of CF2═CFBr (0.022 moles) are fed. The reaction mixture is left under stirring at room temperature for three hours. The organic phase is then diluted with water, separated, washed twice with slightly acid water by HCl and anhydrified. 5 g of a mixture having the following composition: 89% ClCF2—CH2—O—CF2CFHBr and 11% CF2═CH—O—...